Dataset: the Open Reaction Database (ORD), a public repository of structured organic reaction records. Task: describe an organic reaction: reactants, conditions, products, and yield Reactants: C(C=C)[Mg]Br (allyl magnesium bromide), C(C)(=O)OC1CC2=CC([C@H]3[C@@H]4CC[C@H]([C@@H](CCCC(C)C)C)[C@]4(CC[C@@H]3[C@]2(CC1)C)C)=O (3-acetoxy-cholest-5-en-7-one). The solvent is C1CCOC1 (THF). The product is C(C=C)C1([C@H]2[C@@H]3CC[C@H]([C@@H](CCCC(C)C)C)[C@]3(CC[C@@H]2[C@]2(CCC(CC2=C1)O)C)C)O (7-Allyl-3,7-dihydroxy-cholest-5-ene). As a reaction SMILES: [CH2:1]([Mg]Br)[CH:2]=[CH2:3].C([O:9][CH:10]1[CH2:34][CH2:33][C@@:32]2([CH3:35])[C:12](=[CH:13][C:14](=[O:37])[C@@H:15]3[C@@H:31]2[CH2:30][CH2:29][C@@:28]2([CH3:36])[C@H:16]3[CH2:17][CH2:18][C@@H:19]2[C@H:20]([CH3:27])[CH2:21][CH2:22][CH2:23][CH:24]([CH3:26])[CH3:25])[CH2:11]1)(=O)C>C1COCC1>[CH2:3]([C:14]1([OH:37])[CH:13]=[C:12]2[C@:32]([CH3:35])([CH2:33][CH2:34][CH:10]([OH:9])[CH2:11]2)[C@@H:31]2[C@@H:15]1[C@H:16]1[C@:28]([CH3:36])([CH2:29][CH2:30]2)[C@@H:19]([C@H:20]([CH3:27])[CH2:21][CH2:22][CH2:23][CH:24]([CH3:25])[CH3:26])[CH2:18][CH2:17]1)[CH:2]=[CH2:1]. Procedure: Following the analogous general Grignard procedure of Example 2, allyl magnesium bromide was reacted with Compound 1 in dry THF to yield the titled product 11. Proton NMR confirmed the assigned structure. Starting materials: CO, O=C(Cn1cnc2cccc([N+](=O)[O-])c21)Nc1cccc(C(F)(F)F)c1. Product: Nc1cccc2ncn(CC(=O)Nc3cccc(C(F)(F)F)c3)c12. RXN SMILES: [CH3:27][OH:28].[N+:1]([O-:2])(=[O:3])[c:4]1[cH:5][cH:6][cH:7][c:8]2[c:9]1[n:10]([CH2:13][C:14](=[O:15])[NH:16][c:17]1[cH:18][c:19]([C:23]([F:24])([F:25])[F:26])[cH:20][cH:21][cH:22]1)[cH:11][n:12]2>>[NH2:1][c:4]1[cH:5][cH:6][cH:7][c:8]2[c:9]1[n:10]([CH2:13][C:14](=[O:15])[NH:16][c:17]1[cH:18][c:19]([C:23]([F:24])([F:25])[F:26])[cH:20][cH:21][cH:22]1)[cH:11][n:12]2.